The task is: describe an organic reaction: reactants, conditions, products, and yield. This data is from the Open Reaction Database (ORD), a public repository of structured organic reaction records. Starting materials: CS(=O)(=O)Cl, CC(C)O, CCC(=C1c2ccc(Cl)cc2OCc2ncccc21)c1cccc(N)c1, ClCCl, O=C(O)CC(O)(CC(=O)O)C(=O)O, c1ccncc1. The product is CCC(=C1c2ccc(Cl)cc2OCc2ncccc21)c1cccc(NS(C)(=O)=O)c1. As a reaction SMILES: [CH3:33][S:34]([Cl:35])(=[O:36])=[O:37].[CH:54]([OH:55])([CH3:56])[CH3:57].[Cl:1][c:2]1[cH:3][cH:4][c:5]2[c:6]([cH:26]1)[O:7][CH2:8][c:9]1[c:10]([cH:22][cH:23][cH:24][n:25]1)[C:11]2=[C:12]([CH2:13][CH3:14])[c:15]1[cH:16][c:17]([NH2:21])[cH:18][cH:19][cH:20]1.[Cl:51][CH2:52][Cl:53].[OH:38][C:39]([CH2:40][C:41]([C:42](=[O:43])[OH:44])([CH2:45][C:46](=[O:47])[OH:48])[OH:49])=[O:50].[cH:27]1[cH:28][cH:29][n:30][cH:31][cH:32]1>>[Cl:1][c:2]1[cH:3][cH:4][c:5]2[c:6]([cH:26]1)[O:7][CH2:8][c:9]1[c:10]([cH:22][cH:23][cH:24][n:25]1)[C:11]2=[C:12]([CH2:13][CH3:14])[c:15]1[cH:16][c:17]([NH:21][S:34]([CH3:33])(=[O:36])=[O:37])[cH:18][cH:19][cH:20]1.